From a dataset of the Open Reaction Database (ORD), a public repository of structured organic reaction records. describe an organic reaction: reactants, conditions, products, and yield Reactants: C1(=CC=CC=C1)C#C (phenylacetylene), C1(=CC=CC=C1)C(C1=CC=CC=C1)C1=CC=CC=C1 (triphenylmethane), compound, BrC1=C(C=O)C=CC=C1 (2-bromobenzaldehyde), cuprous iodide, C(CCC)[Li] (n-butyl lithium), C1(=CC=C(C=C1)S(=O)(=O)OC#CCCCC)C (hexynyl p-toluenesulfonate). The reagents and catalysts are [Pd](Cl)Cl.C1(=CC=CC=C1)P(C1=CC=CC=C1)C1=CC=CC=C1.C1(=CC=CC=C1)P(C1=CC=CC=C1)C1=CC=CC=C1 (bis(triphenylphosphine) palladium (II) chloride). Run in CN(P(=O)(N(C)C)N(C)C)C (hexamethylpho-sphoramide), O1CCCC1 (tetrahydrofuran), C(C)N(CC)CC (triethylamine), CCOCC (ether), O1CCCC1 (tetrahydrofuran). Reaction conditions: temperature 0 celsius, time 10 minute. Yields the product C1(=CC=CC=C1)C#CCCCCC#CC1=C(C=O)C=CC=C1 (2-(8-phenyl-1,7-octadiynyl)benzaldehyde). As a reaction SMILES: [C:1]1([C:7]#[CH:8])[CH:6]=[CH:5][CH:4]=[CH:3][CH:2]=1.C1([CH:15]([C:22]2[CH:27]=[CH:26][CH:25]=[CH:24]C=2)[C:16]2[CH:21]=[CH:20][CH:19]=[CH:18][CH:17]=2)C=CC=CC=1.C([Li])CCC.C1(C)C=CC(S([O:42][C:43]#CCCCC)(=O)=O)=CC=1.BrC1C=CC=CC=1C=O>O1CCCC1.CCOCC.C(N(CC)CC)C.[Pd](Cl)Cl.C1(P(C2C=CC=CC=2)C2C=CC=CC=2)C=CC=CC=1.C1(P(C2C=CC=CC=2)C2C=CC=CC=2)C=CC=CC=1.CN(C)P(N(C)C)(N(C)C)=O>[C:1]1([C:7]#[C:8][CH2:24][CH2:25][CH2:26][CH2:27][C:22]#[C:15][C:16]2[CH:17]=[CH:18][CH:19]=[CH:20][C:21]=2[CH:43]=[O:42])[CH:6]=[CH:5][CH:4]=[CH:3][CH:2]=1 |f:8.9.10|. Reported procedure: A solution of 5-hexynyl alcohol (102 mmoles) in pyridine (150 ml), under argon, was cooled to 0° C. and p-toluenesulfonyl chloride (204 mmoles) was added. The reaction mixture was kept at about 4° C. for 18 hours, poured into ice-water and then taken up in ether. The ether extract was washed with cold 10% hydrochloric acid, water and brine. The organic layer was dried and concentrated in vacuo to give 5-hexynyl p-toluenesulfonate. A solution of phenylacetylene (97 mmoles) in tetrahydrofuran (200... Reactants: C(C)OC(=O)C=1C=2C[C@H]3[C@@H](C2N(N1)C1=NC=CC(=C1)Br)C3 ((1aS,5aS)-2-(4-bromo-pyridin-2-yl)-1a,2,5,5a-tetrahydro-1H-2,3-diaza-cyclopropa[a]pentalene-4-carboxylic acid ethyl ester), aqueous solution, [OH-].[Na+] (sodium hydroxide). Run in CO (methanol), C1CCOC1 (THF). Run at temperature 23 celsius, time 2 hour. Yields the product BrC1=CC(=NC=C1)N1N=C(C=2C[C@H]3[C@@H](C12)C3)C(=O)O ((1aS,5aS)-2-(4-Bromo-pyridin-2-yl)-1a,2,5,5a-tetrahydro-1H-2,3-diaza-cyclopropa[a]pentalene-4-carboxylic Acid). Yield: 94.7%. RXN SMILES: C([O:3][C:4]([C:6]1[C:7]2[CH2:8][C@@H:9]3[CH2:21][C@@H:10]3[C:11]=2[N:12]([C:14]2[CH:19]=[C:18]([Br:20])[CH:17]=[CH:16][N:15]=2)[N:13]=1)=[O:5])C.[OH-].[Na+]>CO.C1COCC1>[Br:20][C:18]1[CH:17]=[CH:16][N:15]=[C:14]([N:12]2[C:11]3[C@H:10]4[CH2:21][C@H:9]4[CH2:8][C:7]=3[C:6]([C:4]([OH:5])=[O:3])=[N:13]2)[CH:19]=1 |f:1.2|. Reported procedure: To a solution of (1aS,5aS)-2-(4-bromo-pyridin-2-yl)-1a,2,5,5a-tetrahydro-1H-2,3-diaza-cyclopropa[a]pentalene-4-carboxylic acid ethyl ester (1.00 g, 2.87 mmol) in methanol (5 mL) and THF (5.00 mL) was added a 2.0 M aqueous solution of sodium hydroxide (2.87 mL, 5.74 mmol). The reaction was stirred at 23° C. for 2 h. The organic solvents were removed by distillation. The remaining aqueous solution was diluted with water (20 mL) then acidified to pH ˜2 by addition of 6 M aq. HCl. The resulting prec... The solvent is CN(C=O)C (dimethylformamide). Yields the product CC1=C(C(=CC(=C1)OCC=1N(C=CN1)C)C)C1=C2CC[C@H](C2=C(C=C1)F)OC1=CC2=C([C@@H](CO2)CC(=O)OC)C=C1 (Methyl 2-((S)-6-((R)-4-(2,6-dimethyl-4-((1-methyl-1H-imidazol-2-yl)methoxy)phenyl)-7-fluoro-2,3-dihydro-1H-inden-1-yloxy)-2,3-dihydrobenzofuran-3-yl)acetate). As a reaction SMILES: [F:1][C:2]1[CH:3]=[CH:4][C:5]([C:26]2[C:31]([CH3:32])=[CH:30][C:29]([OH:33])=[CH:28][C:27]=2[CH3:34])=[C:6]2[C:10]=1[C@H:9]([O:11][C:12]1[CH:25]=[CH:24][C:15]3[C@H:16]([CH2:19][C:20]([O:22][CH3:23])=[O:21])[CH2:17][O:18][C:14]=3[CH:13]=1)[CH2:8][CH2:7]2.Cl[CH2:36][C:37]1[N:38]([CH3:42])[CH:39]=[CH:40][N:41]=1.C(=O)([O-])[O-].[K+].[K+]>CN(C)C=O>[CH3:34][C:27]1[CH:28]=[C:29]([O:33][CH2:36][C:37]2[N:38]([CH3:42])[CH:39]=[CH:40][N:41]=2)[CH:30]=[C:31]([CH3:32])[C:26]=1[C:5]1[CH:4]=[CH:3][C:2]([F:1])=[C:10]2[C:6]=1[CH2:7][CH2:8][C@H:9]2[O:11][C:12]1[CH:25]=[CH:24][C:15]2[C@H:16]([CH2:19][C:20]([O:22][CH3:23])=[O:21])[CH2:17][O:18][C:14]=2[CH:13]=1 |f:2.3.4|. The reactants are FC=1C=CC(=C2CC[C@H](C12)OC1=CC2=C([C@@H](CO2)CC(=O)OC)C=C1)C1=C(C=C(C=C1C)O)C (Methyl 2-((S)-6-((R)-7-fluoro-4-(4-hydroxy-2,6-dimethylphenyl)-2,3-dihydro-1H-inden-1-yloxy)-2,3-dihydrobenzofuran-3-yl)acetate), C([O-])([O-])=O.[K+].[K+] (potassium carbonate), FC=1C=CC(=C2CC[C@H](C12)OC1=CC2=C([C@@H](CO2)CC(=O)OC)C=C1)C1=C(C=C(C=C1C)O)C (Methyl 2-((S)-6-((R)-7-fluoro-4-(4-hydroxy-2,6-dimethylphenyl)-2,3-dihydro-1H-inden-1-yloxy)-2,3-dihydrobenzofuran-3-yl)acetate), ClCC=1N(C=CN1)C (2-(chloromethyl)-1-methyl-1H-imidazole), ClCC=1N(C=CN1)C (2-(chloromethyl)-1-methyl-1H-imidazole), C([O-])([O-])=O.[K+].[K+] (potassium carbonate). Conditions: temperature 60 celsius, time 24 hour. Procedure details: Methyl 2-((S)-6-((R)-7-fluoro-4-(4-hydroxy-2,6-dimethylphenyl)-2,3-dihydro-1H-inden-1-yloxy)-2,3-dihydrobenzofuran-3-yl)acetate (Intermediate 28-29) (46.3 mg) and 2-(chloromethyl)-1-methyl-1H-imidazole (39.2 mg) were suspended in dimethylformamide (1.8 mL) and potassium carbonate (62 mg) was added. The reaction mixture was shaken for 24 h at 60° C. Another portion of 2-(chloromethyl)-1-methyl-1H-imidazole (39.2 mg) and potassium carbonate (62 mg) was added and the mixture was shaken again for 24... Starting materials: [Li]CCCC, COc1cc(C)c(C=O)c(OC)c1OC, Cc1ccccc1, CCOCC, CC(C)NC(C)C, FC(F)(F)c1cnc(Cl)c(Cl)c1, [Li]c1c(C(F)(F)F)cnc(Cl)c1Cl, O. Product: COc1cc(C)c(C(O)c2c(C(F)(F)F)cnc(Cl)c2Cl)c(OC)c1OC. Reaction SMILES: [CH2:1]([Li:2])[CH2:3][CH2:4][CH3:5].[CH3:38][O:39][c:40]1[c:41]([CH:42]=[O:43])[c:44]([CH3:52])[cH:45][c:46]([O:50][CH3:51])[c:47]1[O:48][CH3:49].[CH3:54][c:55]1[cH:56][cH:57][cH:58][cH:59][cH:60]1.[CH3:61][CH2:62][O:63][CH2:64][CH3:65].[CH:6]([NH:7][CH:8]([CH3:9])[CH3:10])([CH3:11])[CH3:12].[Cl:13][c:14]1[n:15][cH:16][c:17]([C:21]([F:22])([F:23])[F:24])[cH:18][c:19]1[Cl:20].[Cl:25][c:26]1[c:27]([Cl:28])[c:29]([Li:30])[c:31]([C:32]([F:33])([F:34])[F:35])[cH:36][n:37]1.[OH2:53]>>[Cl:13][c:14]1[n:15][cH:16][c:17]([C:21]([F:22])([F:23])[F:24])[c:18]([CH:42]([c:41]2[c:40]([O:39][CH3:38])[c:47]([O:48][CH3:49])[c:46]([O:50][CH3:51])[cH:45][c:44]2[CH3:52])[OH:43])[c:19]1[Cl:20]. Starting materials: O=C1Nc2ncnc(Cl)c2C1(Br)Br, C1CCOC1, CO, [Cl-], ClCCl, [NH4+], [Zn]. The product is O=C1Cc2c(Cl)ncnc2N1. Reaction SMILES: [Br:1][C:2]1([Br:13])[C:3](=[O:12])[NH:4][c:5]2[n:6][cH:7][n:8][c:9]([Cl:11])[c:10]21.[CH2:21]1[O:22][CH2:23][CH2:24][CH2:25]1.[CH3:16][OH:17].[Cl-:14].[Cl:18][CH2:19][Cl:20].[NH4+:15].[Zn:26]>>[CH2:2]1[C:3](=[O:12])[NH:4][c:5]2[n:6][cH:7][n:8][c:9]([Cl:11])[c:10]21. Starting materials: C1(CC1)N (cyclopropylamine), ClC1=C(C(=O)C(C#N)=COC)C=CC(=C1)Cl (2-(2,4-dichloro-benzoyl)-3-methoxyacrylonitrile). Solvent: C(C)O (ethanol). The product is ClC1=C(C(=O)C(C#N)=CNC2CC2)C=CC(=C1)Cl (2-(2,4-dichloro-benzoyl)-3-cyclopropylaminoacrylonitrile). Isolated yield 86.9%. RXN SMILES: [CH:1]1([NH2:4])[CH2:3][CH2:2]1.[Cl:5][C:6]1[CH:19]=[C:18]([Cl:20])[CH:17]=[CH:16][C:7]=1[C:8]([C:10](=[CH:13]OC)[C:11]#[N:12])=[O:9]>C(O)C>[Cl:5][C:6]1[CH:19]=[C:18]([Cl:20])[CH:17]=[CH:16][C:7]=1[C:8]([C:10](=[CH:13][NH:4][CH:1]1[CH2:3][CH2:2]1)[C:11]#[N:12])=[O:9]. Procedure: 2.5 g of cyclopropylamine are added dropwise to a solution of 11 g of 2-(2,4-dichloro-benzoyl)-3-methoxyacrylonitrile in 40 ml of ethanol, while cooling with ice and stirring. The mixture is stirred at room temperature for 25 minutes and then heated at the boiling point for 15 minutes. The solvent is removed in vacuo and the residue is recrystallized from ethanol/light petrol. 10.5 g of 2-(2,4-dichloro-benzoyl)-3-cyclopropylaminoacrylonitrile of melting point 93°-94° C. are obtained. Reactants: [C@H]12[C@H](NC[C@@H]2C1)CNC(C(F)(F)F)=O (N-[(1S,2S,5R)-1-(3-Aza-bicyclo[3.1.0]hex-2-yl)methyl]-2,2,2-trifluoro-acetamide), CC=1SC(=C(N1)C(=O)O)C=1C=C(C=CC1)C (2-Methyl-5-m-tolyl-thiazole-4-carboxylic acid). Product: FC(C(=O)NC[C@@H]1[C@H]2C[C@H]2CN1C(=O)C=1N=C(SC1C=1C=C(C=CC1)C)C)(F)F (2,2,2-Trifluoro-N-[(1S,2S,5R)-3-(2-methyl-5-m-tolyl-thiazole-4-carbonyl)-3-aza-bicyclo[3.1.0]hex-2-ylmethyl]-acetamide). Reaction SMILES: [C@H:1]12[CH2:6][C@H:5]1[CH2:4][NH:3][C@@H:2]2[CH2:7][NH:8][C:9](=[O:14])[C:10]([F:13])([F:12])[F:11].[CH3:15][C:16]1[S:17][C:18]([C:24]2[CH:25]=[C:26]([CH3:30])[CH:27]=[CH:28][CH:29]=2)=[C:19]([C:21](O)=[O:22])[N:20]=1>>[F:13][C:10]([F:12])([F:11])[C:9]([NH:8][CH2:7][C@H:2]1[N:3]([C:21]([C:19]2[N:20]=[C:16]([CH3:15])[S:17][C:18]=2[C:24]2[CH:25]=[C:26]([CH3:30])[CH:27]=[CH:28][CH:29]=2)=[O:22])[CH2:4][C@H:5]2[C@@H:1]1[CH2:6]2)=[O:14]. Procedure details: prepared by reaction of N-[(1S,2S,5R)-1-(3-Aza-bicyclo[3.1.0]hex-2-yl)methyl]-2,2,2-trifluoro-acetamide with 2-Methyl-5-m-tolyl-thiazole-4-carboxylic acid. Reactants: D1, OCCC1=CC=C(C=C1)O (4-(2-hydroxyethyl)phenol), ClC1=NC=CC(=N1)C(F)(F)F (2-chloro-4-(trifluoromethyl)pyrimidine). The product is FC(C1=NC(=NC=C1)OC1=CC=C(C=C1)CCO)(F)F (2-(4-((4-(trifluoromethyl)pyrimidin-2-yl)oxy)phenyl)ethanol). Reaction SMILES: [OH:1][CH2:2][CH2:3][C:4]1[CH:9]=[CH:8][C:7]([OH:10])=[CH:6][CH:5]=1.Cl[C:12]1[N:17]=[C:16]([C:18]([F:21])([F:20])[F:19])[CH:15]=[CH:14][N:13]=1>>[F:19][C:18]([F:21])([F:20])[C:16]1[CH:15]=[CH:14][N:13]=[C:12]([O:10][C:7]2[CH:8]=[CH:9][C:4]([CH2:3][CH2:2][OH:1])=[CH:5][CH:6]=2)[N:17]=1. Procedure: The title compound was prepared by a procedure similar to that described for D1 starting from 4-(2-hydroxyethyl)phenol and 2-chloro-4-(trifluoromethyl)pyrimidine. LC-MS (ESI): m/z 285 [M+H]+; 2.66 min (ret time). Reactants: NC1=CC(=C(C(=O)N[C@@H]2[C@@H](CN(CC2)CCO)OC)C=C1Cl)OC (cis-4-amino-5-chloro-N-[1-(2-hydroxyethyl)-3-methoxy-4-piperidinyl]-2-methoxybenzamide), ClC(Cl)Cl (trichloromethane), S(=O)(Cl)Cl (thionyl chloride). Run in N1=CC=CC=C1 (pyridine). Reaction conditions: temperature 50 celsius. The product is O.NC1=CC(=C(C(=O)N[C@@H]2[C@@H](CN(CC2)CCCl)OC)C=C1Cl)OC (cis-4-amino-5-chloro-N-[1-(2-chloroethyl)-3- methoxy-4-piperidinyl]-2-methoxybenzamide monohydrate). RXN SMILES: [NH2:1][C:2]1[C:21]([Cl:22])=[CH:20][C:5]([C:6]([NH:8][C@H:9]2[CH2:14][CH2:13][N:12]([CH2:15][CH2:16]O)[CH2:11][C@H:10]2[O:18][CH3:19])=[O:7])=[C:4]([O:23][CH3:24])[CH:3]=1.[Cl:25]C(Cl)Cl.S(Cl)(Cl)=O>N1C=CC=CC=1>[OH2:7].[NH2:1][C:2]1[C:21]([Cl:22])=[CH:20][C:5]([C:6]([NH:8][C@H:9]2[CH2:14][CH2:13][N:12]([CH2:15][CH2:16][Cl:25])[CH2:11][C@H:10]2[O:18][CH3:19])=[O:7])=[C:4]([O:23][CH3:24])[CH:3]=1 |f:4.5|. Procedure details: To a stirred solution of 5.01 parts of cis-4-amino-5-chloro-N-[1-(2-hydroxyethyl)-3-methoxy-4-piperidinyl]-2-methoxybenzamide in 112.5 parts of trichloromethane were added 1.33 parts of pyridine and 2 parts of thionyl chloride. The whole was stirred and heated for 7 hours at 50° C. and subsequently stirred overnight at room temperature. The reaction mixture was washed with a sodium hydroxide solution and water. The product was extracted with trichloromethane. The extract was dried, filtered and ... The reactants are ClC1=CC=C(CC2N(CCC2)CCCC(C2=CC=C(C=C2)F)=O)C=C1 (2-(4-chlorobenzyl)-1-[3-(4-fluorobenzoyl)propyl]pyrrolidine), O.NN (hydrazine hydrate), [OH-].[K+] (potassium hydroxide), C(COCCOCCO)O (triglycol). Solvent: C(C)OCC (diethyl ether), O (water). Yields the product ClC1=CC=C(CC2N(CCC2)CCCCC2=CC=C(C=C2)F)C=C1 (2-(4-chlorobenzyl)-1-[4-(4-fluorophenyl)butyl]pyrrolidine). RXN SMILES: [Cl:1][C:2]1[CH:25]=[CH:24][C:5]([CH2:6][CH:7]2[CH2:11][CH2:10][CH2:9][N:8]2[CH2:12][CH2:13][CH2:14][C:15](=O)[C:16]2[CH:21]=[CH:20][C:19]([F:22])=[CH:18][CH:17]=2)=[CH:4][CH:3]=1.O.NN.[OH-].[K+].C(O)COCCOCCO>C(OCC)C.O>[Cl:1][C:2]1[CH:3]=[CH:4][C:5]([CH2:6][CH:7]2[CH2:11][CH2:10][CH2:9][N:8]2[CH2:12][CH2:13][CH2:14][CH2:15][C:16]2[CH:17]=[CH:18][C:19]([F:22])=[CH:20][CH:21]=2)=[CH:24][CH:25]=1 |f:1.2,3.4|. Procedure: Heat 0.8 g of 2-(4-chlorobenzyl)-1-[3-(4-fluorobenzoyl)propyl]pyrrolidine to 170° for 2 hours with 1 ml of hydrazine hydrate, 0.5 g of potassium hydroxide and 5 ml of triglycol. After cooling the obtained reaction mixture to ambient temperature, add water and diethyl ether thereto. Dry the ethereal phase over sodium sulfate and distil off the solvent to obtain the title compound as brownish viscous oil.